Dataset: the Open Reaction Database (ORD), a public repository of structured organic reaction records. Task: describe an organic reaction: reactants, conditions, products, and yield Starting materials: Mg, O=C1[C@@H]([C@@H](CC1)CC(=O)O)CCCCC ((+)-cis-3-oxo-2-pentyl-1-cyclopentaneacetic acid), C(=O)(OC)OC(=O)OC (dimethyl dicarbonate). The solvent is CO (methanol). The product is O=C1[C@@H]([C@@H](CC1)CC(=O)OC)CCCCC (methyl (±)cis-3-oxo-2-pentyl-1-cyclopentaneacetate). The yield is 90.0%. As a reaction SMILES: [O:1]=[C:2]1[CH2:6][CH2:5][C@@H:4]([CH2:7][C:8]([OH:10])=[O:9])[C@H:3]1[CH2:11][CH2:12][CH2:13][CH2:14][CH3:15].[C:16](OC(OC)=O)(OC)=O>CO>[O:1]=[C:2]1[CH2:6][CH2:5][C@@H:4]([CH2:7][C:8]([O:10][CH3:16])=[O:9])[C@H:3]1[CH2:11][CH2:12][CH2:13][CH2:14][CH3:15]. Procedure: 104 Mg (0.49 mmole) of (+)-cis-3-oxo-2-pentyl-1-cyclopentaneacetic acid (97:3 cis/trans ratio) in 0.5 ml of methanol were treated with 76 μl of dimethyl dicarbonate [CH3O(CO)O(CO)OCH3, origin: Bayer; 96 mg, 0.72 mmole, 1.5 eq.]. The resulting solution was heated to 45° during 16 h and then evaporated under vacuum. After distillation of the residue in a bulb-to-bulb apparatus (oven t. 150°/10 Pa), there were obtained 100 mg (0.44 mmole, yield 90%) of pure methyl (±)cis-3-oxo-2-pentyl-1-cyclopenta...